From a dataset of the Open Reaction Database (ORD), a public repository of structured organic reaction records. describe an organic reaction: reactants, conditions, products, and yield Starting materials: C(#N)C1=NC=CC=N1 (2-cyanopyrimidine), C(C)(=S)N (thioacetamide). Solvent: Cl (HCl). Reaction conditions: temperature 90 celsius, time 3 hour. The product is N1=C(N=CC=C1)C(N)=S (2-Pyrimidinecarbothioamide). As a reaction SMILES: [C:1]([C:3]1[N:8]=[CH:7][CH:6]=[CH:5][N:4]=1)#[N:2].C(N)(=[S:11])C>Cl>[N:4]1[CH:5]=[CH:6][CH:7]=[N:8][C:3]=1[C:1](=[S:11])[NH2:2]. Procedure details: A mixture of 2-cyanopyrimidine (15 g) and thioacetamide (20 g) in 100 mL of 10% concentrated HCl in Miff is heated with stirring at 90° C. for three hours and cooled. The solid is collected by filtration, washed with water and dried to afford the title compound. Reactants: ClCCCl, CN1CCN(C2CCNCC2)CC1, O=C(Nc1ccc(Oc2ccnc3cc(-c4ccc(C(=O)O)cn4)sc23)c(F)c1)NC1CC1, [Na+], O=C([O-])O, CN(C)C=O, On1nnc2ccccc21. Yields the product CN1CCN(C2CCN(C(=O)c3ccc(-c4cc5nccc(Oc6ccc(NC(=O)NC7CC7)cc6F)c5s4)nc3)CC2)CC1. Reaction SMILES: [CH2:44]([Cl:45])[CH2:46][Cl:47].[CH3:48][N:49]1[CH2:50][CH2:51][N:52]([CH:55]2[CH2:56][CH2:57][NH:58][CH2:59][CH2:60]2)[CH2:53][CH2:54]1.[CH:1]1([NH:4][C:5]([NH:6][c:7]2[cH:8][c:9]([F:32])[c:10]([O:11][c:12]3[c:13]4[c:14]([n:15][cH:16][cH:17]3)[cH:18][c:19](-[c:21]3[n:22][cH:23][c:24]([C:25](=[O:26])[OH:27])[cH:28][cH:29]3)[s:20]4)[cH:30][cH:31]2)=[O:33])[CH2:2][CH2:3]1.[Na+:70].[O-:66][C:67]([OH:68])=[O:69].[O:61]=[CH:62][N:63]([CH3:64])[CH3:65].[OH:34][n:35]1[c:36]2[c:37]([cH:38][cH:39][cH:40][cH:41]2)[n:42][n:43]1>>[CH:1]1([NH:4][C:5]([NH:6][c:7]2[cH:8][c:9]([F:32])[c:10]([O:11][c:12]3[c:13]4[c:14]([n:15][cH:16][cH:17]3)[cH:18][c:19](-[c:21]3[n:22][cH:23][c:24]([C:25](=[O:27])[N:58]5[CH2:57][CH2:56][CH:55]([N:52]6[CH2:51][CH2:50][N:49]([CH3:48])[CH2:54][CH2:53]6)[CH2:60][CH2:59]5)[cH:28][cH:29]3)[s:20]4)[cH:30][cH:31]2)=[O:33])[CH2:2][CH2:3]1.